The task is: describe an organic reaction: reactants, conditions, products, and yield. This data is from the Open Reaction Database (ORD), a public repository of structured organic reaction records. Starting materials: CC1=C(C(=O)C2=CC=C(N2C)C(C(=O)OC)C2=C(C=C(C=C2)[N+](=O)[O-])F)C=CC(=C1)C (methyl 2-[5-(2,4-dimethylbenzoyl)-1-methylpyrrol-2-yl)-2-(2-fluoro-4-nitrophenyl)acetate), C(C=C)O (allyl alcohol). Reagents/catalysts: CC([O-])C.CC([O-])C.CC([O-])C.CC([O-])C.[Ti+4] (titanium tetraisopropoxide). Conditions: time 36 hour. The product is CC1=C(C(=O)C2=CC=C(N2C)C(C(=O)OCC=C)C2=C(C=C(C=C2)[N+](=O)[O-])F)C=CC(=C1)C (allyl 2-[5-(2,4-dimethylbenzoyl)-1-methylpyrrol-2-yl)-2-(2-fluoro-4-nitrophenyl)-acetate). The yield is 97.0%. As a reaction SMILES: [CH3:1][C:2]1[CH:30]=[C:29]([CH3:31])[CH:28]=[CH:27][C:3]=1[C:4]([C:6]1[N:10]([CH3:11])[C:9]([CH:12]([C:17]2[CH:22]=[CH:21][C:20]([N+:23]([O-:25])=[O:24])=[CH:19][C:18]=2[F:26])[C:13]([O:15][CH3:16])=[O:14])=[CH:8][CH:7]=1)=[O:5].[CH2:32](O)[CH:33]=C>CC(C)[O-].CC(C)[O-].CC(C)[O-].CC(C)[O-].[Ti+4]>[CH3:1][C:2]1[CH:30]=[C:29]([CH3:31])[CH:28]=[CH:27][C:3]=1[C:4]([C:6]1[N:10]([CH3:11])[C:9]([CH:12]([C:17]2[CH:22]=[CH:21][C:20]([N+:23]([O-:25])=[O:24])=[CH:19][C:18]=2[F:26])[C:13]([O:15][CH2:16][CH:32]=[CH2:33])=[O:14])=[CH:8][CH:7]=1)=[O:5] |f:2.3.4.5.6|. Procedure details: To a solution of methyl 2-[5-(2,4-dimethylbenzoyl)-1-methylpyrrol-2-yl)-2-(2-fluoro-4-nitrophenyl)acetate (3.51 g, 8.27 mmol) [prepared as described in Example 6, Step(c)] in 75 ml allyl alcohol was added titanium tetraisopropoxide (0.244 ml, 0.827 mmol), and the reaction mixture was heated to reflux. After 36 h, the reaction mixture was cooled to room temperature, and partitioned between ether and water. The organic layer was separated, dried over magnesium sulfate, and concentrated to dryness ... Starting materials: N, N-dimethylaminopyridine, C(C)OC(C)O[C@@H]1OC=C([C@@H]2[C@H]1[C@@H](CC2)C)CO ((1S, 4aS, 7R, 7aR)-1-[1-(ethoxy)ethoxy]-1, 4a, 5, 6, 7, 7a-hexahydro-4-(hydroxymethyl)-7-methylcyclopenta[c]pyran), N1=CC=CC=C1 (pyridine), C(C)(=O)OC(C)=O (acetic anhydride), C(C)(=O)OCC (ethyl acetate). Solvent: ClCCl (dichloromethane). Run at time 5 hour. The product is C(C)(=O)OCC=1[C@@H]2[C@H]([C@@H](OC1)OC(C)OCC)[C@@H](CC2)C ((1S, 4aS, 7R, 7aR)-4-(acetoxymethyl)-1-[1-(ethoxy)ethoxy]-1, 4a, 5, 6, 7, 7a-hexahydro-7-methylcyclopenta[c]pyran). The yield is 61.0%. Reaction SMILES: [CH2:1]([O:3][CH:4]([O:6][C@H:7]1[C@@H:12]2[C@H:13]([CH3:16])[CH2:14][CH2:15][C@@H:11]2[C:10]([CH2:17][OH:18])=[CH:9][O:8]1)[CH3:5])[CH3:2].N1C=CC=CC=1.[C:25](OC(=O)C)(=[O:27])[CH3:26].C(OCC)(=O)C>ClCCl>[C:25]([O:18][CH2:17][C:10]1[C@H:11]2[CH2:15][CH2:14][C@@H:13]([CH3:16])[C@H:12]2[C@H:7]([O:6][CH:4]([O:3][CH2:1][CH3:2])[CH3:5])[O:8][CH:9]=1)(=[O:27])[CH3:26]. Reported procedure: (1S, 4aS, 7R, 7aR)-1-[1-(ethoxy)ethoxy]-1, 4a, 5, 6, 7, 7a-hexahydro-4-(hydroxymethyl)-7-methylcyclopenta[c]pyran (100 mg, 0.00039 mol) obtained in Example 25 was dissolved in 5 ml of dichloromethane, and 0.15 ml (0.0016 mol) of pyridine and 0.1 ml (0.0012 mol) of acetic anhydride were added. Furthermore, 5 mg of N, N-dimethylaminopyridine was added, the reaction mixture was stirred at room temperature for 5 hours. Then, the reaction mixture was poured into 30 ml of ethyl acetate, and the organi...